This data is from the Open Reaction Database (ORD), a public repository of structured organic reaction records. The task is: describe an organic reaction: reactants, conditions, products, and yield Reactants: C(=O)(O)[O-].[Na+] (NaHCO3), FC1=CC=C(C#N)C=C1 (p-fluorobenzonitrile), OC1=CC=C(C=C1)CC(=O)OCC (ethyl p-hydroxyphenylacetate), C(=O)([O-])[O-].[K+].[K+] (K2CO3). The solvent is CN(C(C)=O)C (N,N-dimethylacetamide). Run at temperature 155 celsius. The product is C(#N)C1=CC=C(OC2=CC=C(C=C2)CC(=O)OCC)C=C1 (Ethyl α-[p-(p-cyanophenoxy)phenyl]acetate). Reaction SMILES: F[C:2]1[CH:9]=[CH:8][C:5]([C:6]#[N:7])=[CH:4][CH:3]=1.[OH:10][C:11]1[CH:16]=[CH:15][C:14]([CH2:17][C:18]([O:20][CH2:21][CH3:22])=[O:19])=[CH:13][CH:12]=1.C([O-])([O-])=O.[K+].[K+].C([O-])(O)=O.[Na+]>CN(C)C(=O)C>[C:6]([C:5]1[CH:8]=[CH:9][C:2]([O:10][C:11]2[CH:12]=[CH:13][C:14]([CH2:17][C:18]([O:20][CH2:21][CH3:22])=[O:19])=[CH:15][CH:16]=2)=[CH:3][CH:4]=1)#[N:7] |f:2.3.4,5.6|. Procedure details: A mixture of 2.21 g of p-fluorobenzonitrile, 2.16 g of ethyl p-hydroxyphenylacetate and 2.07 g of K2CO3 in 20 ml of N,N-dimethylacetamide is stirred and heated at 155° C for 18 hours. The mixture is chilled and poured into 40 ml of cold saturated NaHCO3 solution. The mixture is extracted with ether and the extracts washed with cold 2N NaOH and saline. The extracts are dried (MgSO4) and concentrated under vacuum to give the product as a yellow oil. Reaction SMILES: [C:1]([NH2:2])(=[O:3])[N:4]1[C:5](=[O:10])[CH:6]=[CH:7][C:8]1=[O:9].[CH2:11]([CH2:12][CH2:13][CH3:14])[OH:15].[CH3:20][C:21]#[N:22].[Cl-:17].[Cl-:19].[OH2:16].[OH2:23].[Zn+2:18]>>[C:1]([NH2:2])(=[O:3])[NH:4][C:8]([CH:7]=[CH:6][C:5]([O:10][CH2:11][CH2:12][CH2:13][CH3:14])=[O:16])=[O:9]. The reactants are NC(=O)N1C(=O)C=CC1=O, CCCCO, CC#N, [Cl-], [Cl-], O, O, [Zn+2]. Yields the product CCCCOC(=O)C=CC(=O)NC(N)=O. Starting materials: C1(=CC=CC=C1)CCC(=O)O (3-phenylpropionic acid), S(=O)(Cl)Cl (thionyl chloride), C(C)NCC (Diethylamine), C(Cl)Cl (CH2Cl2). Reported procedure: To a suspension of 3-phenylpropionic acid (455 mg, 3 mmol, Aldrich), in toluene (2 mL) at RT was slowly added thionyl chloride (0.44 mL, 6 mmol, 2 eq., Aldrich). DMF (2 drops) was added and the solution was stirred at RT for 1 h. The reaction mixture was concentrated under reduced pressure and the residue was dissolved in CH2Cl2 (5 mL). Diethylamine (0.78 mL, 7.5 mmol, 2.5 eq., Aldrich) was added dropwise to the CH2Cl2 solution at 0° C. and the reaction mixture was warmed and stirred at RT for 3... Reagents/catalysts: CN(C)C=O (DMF). The solvent is C1(=CC=CC=C1)C (toluene). Yield: 98.7%. Yields the product C(C)N(C(CCC1=CC=CC=C1)=O)CC (N,N-diethyl-3-phenylpropanamide). As a reaction SMILES: [C:1]1([CH2:7][CH2:8][C:9]([OH:11])=O)[CH:6]=[CH:5][CH:4]=[CH:3][CH:2]=1.S(Cl)(Cl)=O.[CH2:16]([NH:18][CH2:19][CH3:20])[CH3:17].C(Cl)Cl>C1(C)C=CC=CC=1.CN(C=O)C>[CH2:16]([N:18]([CH2:19][CH3:20])[C:9](=[O:11])[CH2:8][CH2:7][C:1]1[CH:2]=[CH:3][CH:4]=[CH:5][CH:6]=1)[CH3:17]. Conditions: time 1 hour. The reactants are [Al+3], O=C1CNCc2cc(Br)cnc2N1, C1CCOC1, Cl, [H-], [H-], [H-], [H-], [Li+]. Product: Brc1cnc2c(c1)CNCCN2. Reaction SMILES: [Al+3:16].[Br:2][c:3]1[cH:4][c:5]2[c:6]([n:13][cH:14]1)[NH:7][C:8](=[O:12])[CH2:9][NH:10][CH2:11]2.[CH2:21]1[O:22][CH2:23][CH2:24][CH2:25]1.[ClH:1].[H-:15].[H-:18].[H-:19].[H-:20].[Li+:17]>>[Br:2][c:3]1[cH:4][c:5]2[c:6]([n:13][cH:14]1)[NH:7][CH2:8][CH2:9][NH:10][CH2:11]2. Starting materials: C12(CC3CC(CC(C1)C3)C2)C=2C=C(C=CC2CO)C=2C=C3C=CC(=CC3=CC2)C(=O)OC (Methyl 6-[3-(1-adamantyl)-4-hydroxymethylphenyl]-2-naphthoate), [OH-].[Na+] (sodium hydroxide), product. The solvent is CO (methanol). Reaction conditions: time 30 minute. Yields the product C12(CC3CC(CC(C1)C3)C2)C=2C=C(C=CC2CO)C=2C=C3C=CC(=CC3=CC2)C(=O)O (6-[3-(1-Adamantyl)-4-hydroxymethylphenyl]-2-naphthoic acid). RXN SMILES: [C:1]12([C:11]3[CH:12]=[C:13]([C:19]4[CH:20]=[C:21]5[C:26](=[CH:27][CH:28]=4)[CH:25]=[C:24]([C:29]([O:31]C)=[O:30])[CH:23]=[CH:22]5)[CH:14]=[CH:15][C:16]=3[CH2:17][OH:18])[CH2:10][CH:5]3[CH2:6][CH:7]([CH2:9][CH:3]([CH2:4]3)[CH2:2]1)[CH2:8]2.[OH-].[Na+]>CO>[C:1]12([C:11]3[CH:12]=[C:13]([C:19]4[CH:20]=[C:21]5[C:26](=[CH:27][CH:28]=4)[CH:25]=[C:24]([C:29]([OH:31])=[O:30])[CH:23]=[CH:22]5)[CH:14]=[CH:15][C:16]=3[CH2:17][OH:18])[CH2:2][CH:3]3[CH2:4][CH:5]([CH2:6][CH:7]([CH2:9]3)[CH2:8]1)[CH2:10]2 |f:1.2|. Procedure: 4.40 g (103 mmol) of the ester obtained in Example 11 in 50 ml of methanol are treated with 4 g of sodium hydroxide, with stirring, for 1 h 30 min. After the same treatment as in Example 8 and recrystallization from the ethanol/water mixture, 3 g (96%) of the expected product are isolated, which product melts at 267°-270° C. Reactants: C(C)(C)(C)OC(C1=CC(=CC=C1)N)=O (tert-butyl-3-aminobenzoate), N1=CC(=CC=C1)S(=O)(=O)Cl (pyridine-3-sulfonylchloride). The solvent is N1=CC=CC=C1 (pyridine), C1(=CC=CC=C1)C (toluene). Yields the product C(C)(C)(C)OC(C1=CC(=CC=C1)NS(=O)(=O)C=1C=NC=CC1)=O (3-(Pyridine-3-sulfonylamino)-benzoic acid tert-butyl ester). The yield is 104.7%. As a reaction SMILES: [C:1]([O:5][C:6](=[O:14])[C:7]1[CH:12]=[CH:11][CH:10]=[C:9]([NH2:13])[CH:8]=1)([CH3:4])([CH3:3])[CH3:2].[N:15]1[CH:20]=[CH:19][CH:18]=[C:17]([S:21](Cl)(=[O:23])=[O:22])[CH:16]=1>N1C=CC=CC=1.C1(C)C=CC=CC=1>[C:1]([O:5][C:6](=[O:14])[C:7]1[CH:12]=[CH:11][CH:10]=[C:9]([NH:13][S:21]([C:17]2[CH:16]=[N:15][CH:20]=[CH:19][CH:18]=2)(=[O:23])=[O:22])[CH:8]=1)([CH3:4])([CH3:2])[CH3:3]. Reported procedure: A solution of tert-butyl-3-aminobenzoate (100 mg, 0.5 mmol) and pyridine-3-sulfonylchloride (110 mg, 0.5 mmol) in pyridine (5 ml) was heated to 50° C. for 90 min. On cooling, the reaction was diluted with toluene (100 ml) and concentrated in vacuo. This was repeated with further aliquots of toluene until all the pyridine had been removed to afford the title compound as a yellow oil (175 mg). HPLC retention time 4.27 min. Mass spectrum (ES+) m/z 335 (M+H). The reactants are COC(=O)C(Br)c1cccc(F)c1, CC#N, CCN(C(C)C)C(C)C, Nc1ccccc1. The product is COC(=O)C(Nc1ccccc1)c1cccc(F)c1. As a reaction SMILES: [Br:1][CH:2]([C:3](=[O:4])[O:5][CH3:6])[c:7]1[cH:8][c:9]([F:13])[cH:10][cH:11][cH:12]1.[CH3:30][C:31]#[N:32].[CH:14]([N:15]([CH2:16][CH3:17])[CH:18]([CH3:19])[CH3:20])([CH3:21])[CH3:22].[NH2:23][c:24]1[cH:25][cH:26][cH:27][cH:28][cH:29]1>>[CH:2]([C:3](=[O:4])[O:5][CH3:6])([c:7]1[cH:8][c:9]([F:13])[cH:10][cH:11][cH:12]1)[NH:23][c:24]1[cH:25][cH:26][cH:27][cH:28][cH:29]1. Reactants: BrC=1C=CC(=NC1)NC1(CCC1)C1=CC=CC=C1 (5-bromo-N-(1-phenylcyclobutyl)pyridin-2-amine), C1(=CC=CC=C1)B(O)O (phenylboronic acid), Cl2Pd(dppf), C([O-])([O-])=O.[K+].[K+] (potassium carbonate), O1CCOCC1 (dioxane). Run in O (water), C([O-])(O)=O.[Na+] (sodium bicarbonate). Run at temperature 140 celsius. Yields the product C1(=CC=CC=C1)C=1C=CC(=NC1)NC1(CCC1)C1=CC=CC=C1 (5-phenyl-N-(1-phenylcyclobutyl)pyridin-2-amine). The yield is 26.4%. As a reaction SMILES: Br[C:2]1[CH:3]=[CH:4][C:5]([NH:8][C:9]2([C:13]3[CH:18]=[CH:17][CH:16]=[CH:15][CH:14]=3)[CH2:12][CH2:11][CH2:10]2)=[N:6][CH:7]=1.[C:19]1(B(O)O)[CH:24]=[CH:23][CH:22]=[CH:21][CH:20]=1.C(=O)([O-])[O-].[K+].[K+].O1CCOCC1>C(=O)(O)[O-].[Na+].O>[C:19]1([C:2]2[CH:3]=[CH:4][C:5]([NH:8][C:9]3([C:13]4[CH:18]=[CH:17][CH:16]=[CH:15][CH:14]=4)[CH2:12][CH2:11][CH2:10]3)=[N:6][CH:7]=2)[CH:24]=[CH:23][CH:22]=[CH:21][CH:20]=1 |f:2.3.4,6.7|. Procedure: To a 3 mL microwave reaction vessel was added 5-bromo-N-(1-phenylcyclobutyl)pyridin-2-amine (102 mg, 340 μmol, 1.0 equiv), phenylboronic acid (59 mg, 505 μmol, 1.5 equiv), Cl2Pd(dppf) (25 mg, 34 μmol, 0.1 equiv), potassium carbonate (116 mg, 842 μmol, 2.5 equiv), dioxane (1 mL) and water (500 μL). The reaction was heated in a microwave reactor at 140° C. for 20 min and then diluted with saturated sodium bicarbonate (20 mL) and extracted with ethyl acetate (50 mL). The organic layer was then drie... Reactants: N=C(c1ccccc1)c1ccccc1, CCOC(=O)C(C)N, ClCCl, CCCCC. Yields the product CCOC(=O)C(C)N=C(c1ccccc1)c1ccccc1. As a reaction SMILES: [C:1]([c:2]1[cH:3][cH:4][cH:5][cH:6][cH:7]1)([c:8]1[cH:9][cH:10][cH:11][cH:12][cH:13]1)=[NH:14].[CH2:15]([CH3:16])[O:17][C:18]([CH:19]([NH2:20])[CH3:21])=[O:22].[CH2:28]([Cl:29])[Cl:30].[CH3:23][CH2:24][CH2:25][CH2:26][CH3:27]>>[C:1]([c:2]1[cH:3][cH:4][cH:5][cH:6][cH:7]1)([c:8]1[cH:9][cH:10][cH:11][cH:12][cH:13]1)=[N:14][CH:19]([C:18]([O:17][CH2:15][CH3:16])=[O:22])[CH3:21].